This data is from the Open Reaction Database (ORD), a public repository of structured organic reaction records. The task is: describe an organic reaction: reactants, conditions, products, and yield Starting materials: FC1=C(C#N)C=CC(=C1)C (2-fluoro-4-methylbenzonitrile), CNS(=O)(=O)C (N-methyl-methanesulphonamide), O (water). Solvent: CN1CCCC1=O (NMP). Reaction conditions: temperature 120 celsius, time 16 hour. Product: C(#N)C1=C(C=C(C=C1)C)N(S(=O)(=O)C)C (N-(2-cyano-5-methyl-phenyl)-N-methyl-methanesulphonamide). Reaction SMILES: F[C:2]1[CH:9]=[C:8]([CH3:10])[CH:7]=[CH:6][C:3]=1[C:4]#[N:5].[CH3:11][NH:12][S:13]([CH3:16])(=[O:15])=[O:14].O>CN1C(=O)CCC1>[C:4]([C:3]1[CH:6]=[CH:7][C:8]([CH3:10])=[CH:9][C:2]=1[N:12]([CH3:11])[S:13]([CH3:16])(=[O:15])=[O:14])#[N:5]. Reported procedure: 2-fluoro-4-methylbenzonitrile (4.6 g, 34.4 mmol) and N-methyl-methanesulphonamide (7.5 g, 68.7 mmol) are dissolved in 15 mL NMP and stirred for 16 h at 120° C. After the reaction has ended the reaction mixture is mixed with 70 mL water and the solid B-1a (HPLC-MS: tRet.=1.22 min; MS (M+NH4)+=242) is suction filtered and used without any further purification.